This data is from the Open Reaction Database (ORD), a public repository of structured organic reaction records. The task is: describe an organic reaction: reactants, conditions, products, and yield Starting materials: Fc1ccc(Br)cc1F, [Li]CCCC, CC1(C)CCCC(C)(C)N1, Cl, CN(C)C=O, C1CCOC1, O. The product is O=Cc1c(Br)ccc(F)c1F. As a reaction SMILES: [Br:16][c:17]1[cH:18][c:19]([F:24])[c:20]([F:23])[cH:21][cH:22]1.[CH2:11]([Li:12])[CH2:13][CH2:14][CH3:15].[CH3:1][C:2]1([CH3:3])[CH2:4][CH2:5][CH2:6][C:7]([CH3:8])([CH3:9])[NH:10]1.[ClH:30].[O:25]=[CH:26][N:27]([CH3:28])[CH3:29].[O:31]1[CH2:32][CH2:33][CH2:34][CH2:35]1.[OH2:36]>>[Br:16][c:17]1[c:18]([CH:26]=[O:25])[c:19]([F:24])[c:20]([F:23])[cH:21][cH:22]1. Starting materials: ClC=1C=C(C=C(C1)Cl)S(=O)(=O)Cl (3,5-Dichlorophenyl sulfonylchloride), C(C)(C)(C)OC(=O)N1CCC(CC1)N1C=C(C2=C1N=CN=C2N)C(C2=CC(=CC=C2)N)=O (4-[4-amino-5-(3-amino-benzoyl)-pyrrolo[2,3-d]pyrimidin-7-yl]-piperidine-1-carboxylic acid tert-butyl ester). Solvent: N1=CC=CC=C1 (pyridine). Conditions: time 12 hour. Yield: 40.8%. Procedure: 3,5-Dichlorophenyl sulfonylchloride (2.8 g, 11.5 mmol) was added to a solution of 4-[4-amino-5-(3-amino-benzoyl)-pyrrolo[2,3-d]pyrimidin-7-yl]-piperidine-1-carboxylic acid tert-butyl ester (2.5 g, 5.7 mmol) in pyridine (55 mL). The reaction mixture was stirred at 40 C for 12 h in a sealed tube, quenched with H2O (45 mL), and extracted with EtOAc (3×50 mL). The combined organic extracts were washed with CuSO4 (3×150 mL), H2O (200 mL), and brine (200 mL) and dried (MgSO4), filtered, and concentrat... The product is C(C)(C)(C)OC(=O)N1CCC(CC1)N1C=C(C2=C1N=CN=C2N)C(C2=CC(=CC=C2)NS(=O)(=O)C2=CC(=CC(=C2)Cl)Cl)=O (4-{4-Amino-5-[3-(3,5-dichloro-benzenesulfonylamino)-benzoyl]-pyrrolo[2,3-d]pyrimidin-7-yl}-piperidine-1-carboxylic acid tert-butyl ester). RXN SMILES: [Cl:1][C:2]1[CH:3]=[C:4]([S:9](Cl)(=[O:11])=[O:10])[CH:5]=[C:6]([Cl:8])[CH:7]=1.[C:13]([O:17][C:18]([N:20]1[CH2:25][CH2:24][CH:23]([N:26]2[C:30]3[N:31]=[CH:32][N:33]=[C:34]([NH2:35])[C:29]=3[C:28]([C:36](=[O:44])[C:37]3[CH:42]=[CH:41][CH:40]=[C:39]([NH2:43])[CH:38]=3)=[CH:27]2)[CH2:22][CH2:21]1)=[O:19])([CH3:16])([CH3:15])[CH3:14]>N1C=CC=CC=1>[C:13]([O:17][C:18]([N:20]1[CH2:25][CH2:24][CH:23]([N:26]2[C:30]3[N:31]=[CH:32][N:33]=[C:34]([NH2:35])[C:29]=3[C:28]([C:36](=[O:44])[C:37]3[CH:42]=[CH:41][CH:40]=[C:39]([NH:43][S:9]([C:4]4[CH:3]=[C:2]([Cl:1])[CH:7]=[C:6]([Cl:8])[CH:5]=4)(=[O:11])=[O:10])[CH:38]=3)=[CH:27]2)[CH2:22][CH2:21]1)=[O:19])([CH3:16])([CH3:14])[CH3:15]. Reactants: COC(=O)C=1N=CN(C1)CCN1C([C@]2(C3=CC=CC=C13)[C@H](C2)C2=CC=C(C=C2)Cl)=O (methyl-1-(2-((1S,2R)-2-(4-chlorophenyl)-2′-oxospiro[cyclopropane-1,3′-indoline]-1′-yl)ethyl)-1H-imidazole-4-carboxylate), COC(=O)C=1N=CN(C1)CCN1C([C@@]2(C3=CC=CC=C13)[C@@H](C2)C2=CC=C(C=C2)Cl)=O (methyl-1-(2-((1R,2S)-2-(4-chlorophenyl)-2′-oxospiro[cyclopropane-1,3′-indoline]-1′-yl)ethyl)-1H-imidazole-4-carboxylate), O[Li].O (LiOH.H2O). Run in CO (methanol), O (water). Reaction conditions: time 3 hour. The product is ClC1=CC=C(C=C1)[C@@H]1C[C@@]12C(N(C1=CC=CC=C21)CCN2C=NC(=C2)C(=O)O)=O ((1R,2S)-1-(2-(2-(4-chlorophenyl)-2′-oxospiro[cyclopropane-1,3′-indoline]-1′-yl)ethyl)-1H-imidazole-4-carboxylic acid). Yield: 88.0%. Reaction SMILES: C[O:2][C:3]([C:5]1[N:6]=[CH:7][N:8]([CH2:10][CH2:11][N:12]2[C:20]3[C:15](=[CH:16][CH:17]=[CH:18][CH:19]=3)[C@@:14]3([CH2:22][C@@H:21]3[C:23]3[CH:28]=[CH:27][C:26]([Cl:29])=[CH:25][CH:24]=3)[C:13]2=[O:30])[CH:9]=1)=[O:4].COC(C1N=CN(CCN2C3C(=CC=CC=3)[C@]3(C[C@H]3C3C=CC(Cl)=CC=3)C2=O)C=1)=O.O[Li].O>CO.O>[Cl:29][C:26]1[CH:27]=[CH:28][C:23]([C@H:21]2[C@@:14]3([C:15]4[C:20](=[CH:19][CH:18]=[CH:17][CH:16]=4)[N:12]([CH2:11][CH2:10][N:8]4[CH:9]=[C:5]([C:3]([OH:4])=[O:2])[N:6]=[CH:7]4)[C:13]3=[O:30])[CH2:22]2)=[CH:24][CH:25]=1 |f:2.3|. Procedure: To a solution of methyl-1-(2-((1S,2R)-2-(4-chlorophenyl)-2′-oxospiro[cyclopropane-1,3′-indoline]-1′-yl)ethyl)-1H-imidazole-4-carboxylate and methyl-1-(2-((1R,2S)-2-(4-chlorophenyl)-2′-oxospiro[cyclopropane-1,3′-indoline]-1′-yl)ethyl)-1H-imidazole-4-carboxylate (0.07 mmol) in methanol (2 mL) and water (1 mL) was added LiOH.H2O (18 mg, 0.4 mmol) in one portion. The mixture was stirred at room temperature for 3 hours until the starting material was consumed. The mixture was concentrated under reduc... Reactants: C1CN2CCN1CC2, C=CC(=O)OCCCC, O=CC(Cl)(Cl)Cl. The product is C=C(C(=O)OCCCC)C(O)C(Cl)(Cl)Cl. As a reaction SMILES: [CH2:16]1[N:17]2[CH2:18][CH2:19][N:20]([CH2:21][CH2:22]2)[CH2:23]1.[CH3:7][CH2:8][CH2:9][CH2:10][O:11][C:12](=[O:13])[CH:14]=[CH2:15].[O:1]=[CH:2][C:3]([Cl:4])([Cl:5])[Cl:6]>>[OH:1][CH:2]([C:3]([Cl:4])([Cl:5])[Cl:6])[C:14]([C:12]([O:11][CH2:10][CH2:9][CH2:8][CH3:7])=[O:13])=[CH2:15]. RXN SMILES: [F:1][CH:2]([F:44])[O:3][C:4]1[C:8]2[CH:9]=[N:10][C:11]([NH:13][C:14]([NH:16][C@@H:17]([C:19]3[CH:24]=[CH:23][CH:22]=[CH:21][CH:20]=3)[CH3:18])=[O:15])=[CH:12][C:7]=2[N:6](C(C2C=CC=CC=2)(C2C=CC=CC=2)C2C=CC=CC=2)[N:5]=1>C(O)(C(F)(F)F)=O.CS(C)=O>[F:44][CH:2]([F:1])[O:3][C:4]1[C:8]2[CH:9]=[N:10][C:11]([NH:13][C:14]([NH:16][C@@H:17]([C:19]3[CH:24]=[CH:23][CH:22]=[CH:21][CH:20]=3)[CH3:18])=[O:15])=[CH:12][C:7]=2[NH:6][N:5]=1. The reactants are FC(OC1=NN(C2=C1C=NC(=C2)NC(=O)N[C@H](C)C2=CC=CC=C2)C(C2=CC=CC=C2)(C2=CC=CC=C2)C2=CC=CC=C2)F ((R)-1-(3-(difluoromethoxy)-1-trityl-1H-pyrazolo[4,3-c]pyridin-6-yl)-3-(1-phenylethyl)urea). Solvent: C(=O)(C(F)(F)F)O (TFA), CS(=O)C (DMSO). Procedure: A solution of (R)-1-(3-(difluoromethoxy)-1-trityl-1H-pyrazolo[4,3-c]pyridin-6-yl)-3-(1-phenylethyl)urea (58.5 mg, 0.099 mmol) in TFA (2 mL) was stirred at room temperature for 2.5 h. The reaction mixture was diluted with DMSO (2 mL) and purified by mass-triggered reverse-phase HPLC. The fractions containing pure product were freebased with a PL-HCO3 cartridge and concentrated in vacuo to give (R)-1-(3-(difluoromethoxy)-1H-pyrazolo[4,3-c]pyridin-6-yl)-3-(1-phenylethyl)urea. MS ESI calc'd. For C16... Product: FC(OC1=NNC2=C1C=NC(=C2)NC(=O)N[C@H](C)C2=CC=CC=C2)F ((R)-1-(3-(difluoromethoxy)-1H-pyrazolo[4,3-c]pyridin-6-yl)-3-(1-phenylethyl)urea). Product: C[Si](C)(C)CCOCn1cnc2cc(Br)cnc21. The reactants are Brc1cnc2[nH]cnc2c1, CC[N+](CC)(CC)Cc1ccccc1, [Cl-], C[Si](C)(C)CCOCCl, ClCCl, [Na+], [OH-]. Reaction SMILES: [Br:12][c:13]1[cH:14][c:15]2[c:16]([n:17][cH:18]1)[nH:19][cH:20][n:21]2.[CH2:23]([N+:24]([CH2:25][CH3:26])([CH2:27][CH3:28])[CH2:29][CH3:30])[c:31]1[cH:32][cH:33][cH:34][cH:35][cH:36]1.[Cl-:22].[Cl:1][CH2:2][O:3][CH2:4][CH2:5][Si:6]([CH3:7])([CH3:8])[CH3:9].[Cl:37][CH2:38][Cl:39].[Na+:11].[OH-:10]>>[CH2:2]([O:3][CH2:4][CH2:5][Si:6]([CH3:7])([CH3:8])[CH3:9])[n:19]1[c:16]2[c:15]([cH:14][c:13]([Br:12])[cH:18][n:17]2)[n:21][cH:20]1. Starting materials: Cl.C(C)OC(C(CCCCCCCCCCCCCCCCCC)N)=O (ethy-2-aminoeicosanoate hydrochloride), Example 28B, N (ammonia). Solvent: CO (methanol). Reaction conditions: temperature 60 celsius, time 65 hour. Yields the product NC(C(=O)N)CCCCCCCCCCCCCCCCCC (2-Aminoeicosanamide). Isolated yield 93.0%. As a reaction SMILES: Cl.C([O:4][C:5](=O)[CH:6]([NH2:25])[CH2:7][CH2:8][CH2:9][CH2:10][CH2:11][CH2:12][CH2:13][CH2:14][CH2:15][CH2:16][CH2:17][CH2:18][CH2:19][CH2:20][CH2:21][CH2:22][CH2:23][CH3:24])C.[NH3:27]>CO>[NH2:25][CH:6]([CH2:7][CH2:8][CH2:9][CH2:10][CH2:11][CH2:12][CH2:13][CH2:14][CH2:15][CH2:16][CH2:17][CH2:18][CH2:19][CH2:20][CH2:21][CH2:22][CH2:23][CH3:24])[C:5]([NH2:27])=[O:4] |f:0.1|. Procedure: A slurry of ethy-2-aminoeicosanoate hydrochloride prepared as in Example 28B (74.2 g, 0.189 mol) in anhydrous methanol (500 ml) was saturated with anhydrous ammonia at 0° C. The resulting mixture was sealed in a pressure bottle and heated to 60° C., resulting in a pressure of 40 psi. After 65 h at 60° C., the crystalline mixture was cooled to -20° C. and the solid was filtered to give 57.6 g (93%) of the product as off-white plates: mp 103°-4° C.; 1H NMR (CDCl3) δ 0.88 (t, J=6.5 Hz, 3 H), 1.37 (...